This data is from the Open Reaction Database (ORD), a public repository of structured organic reaction records. The task is: describe an organic reaction: reactants, conditions, products, and yield Reactants: CN1C(=O)COc2cc(F)c(-n3c(=O)cc(C(F)(F)F)n(C)c3=O)c(N)c21, C1COCCO1, O=C(Cl)c1ccc2ccccc2c1. Yields the product CN1C(=O)COc2cc(F)c(-n3c(=O)cc(C(F)(F)F)n(C)c3=O)c(NC(=O)c3ccc4ccccc4c3)c21. As a reaction SMILES: [NH2:1][c:2]1[c:3](-[n:15]2[c:16](=[O:27])[n:17]([CH3:26])[c:18]([C:22]([F:23])([F:24])[F:25])[cH:19][c:20]2=[O:21])[c:4]([F:14])[cH:5][c:6]2[c:7]1[N:8]([CH3:13])[C:9](=[O:12])[CH2:10][O:11]2.[O:41]1[CH2:42][CH2:43][O:44][CH2:45][CH2:46]1.[cH:28]1[c:29]([C:38](=[O:39])[Cl:40])[cH:30][cH:31][c:32]2[cH:33][cH:34][cH:35][cH:36][c:37]12>>[NH:1]([c:2]1[c:3](-[n:15]2[c:16](=[O:27])[n:17]([CH3:26])[c:18]([C:22]([F:23])([F:24])[F:25])[cH:19][c:20]2=[O:21])[c:4]([F:14])[cH:5][c:6]2[c:7]1[N:8]([CH3:13])[C:9](=[O:12])[CH2:10][O:11]2)[C:38]([c:29]1[cH:28][c:37]2[c:32]([cH:31][cH:30]1)[cH:33][cH:34][cH:35][cH:36]2)=[O:39]. The reactants are O=C1CCC(=O)N1Br, O=C([O-])O, CN(C)C=O, [Na+], O=C1CCc2cc(-c3ccoc3-c3ccncc3)ccc21. Yields the product O=C1CCc2cc(-c3cc(Br)oc3-c3ccncc3)ccc21. As a reaction SMILES: [Br:22][N:23]1[C:24](=[O:25])[CH2:26][CH2:27][C:28]1=[O:29].[C:30](=[O:31])([O-:32])[OH:33].[CH3:35][N:36]([CH3:37])[CH:38]=[O:39].[Na+:34].[n:1]1[cH:2][cH:3][c:4](-[c:7]2[o:8][cH:9][cH:10][c:11]2-[c:12]2[cH:13][c:14]3[c:18]([cH:19][cH:20]2)[C:17](=[O:21])[CH2:16][CH2:15]3)[cH:5][cH:6]1>>[n:1]1[cH:2][cH:3][c:4](-[c:7]2[o:8][c:9]([Br:22])[cH:10][c:11]2-[c:12]2[cH:13][c:14]3[c:18]([cH:19][cH:20]2)[C:17](=[O:21])[CH2:16][CH2:15]3)[cH:5][cH:6]1. Starting materials: FC1=C(C=CC(=C1)F)C(CN1N=CN=C1)(C(SCCOC)(F)F)OC (1-{2-(2,4-difluorophenyl)-3,3-difluoro-2-methoxy-3-[(2-methoxyethyl)thio]propyl}-1H-1,2,4-triazole), ClC1=CC(=CC=C1)C(=O)OO (m-chloroperbenzoic acid), S(=S)(=O)([O-])[O-].[Na+].[Na+] (sodium thiosulfate), C([O-])(O)=O.[Na+] (sodium bicarbonate). The solvent is ClCCl (dichloromethane). Run at time 3 hour. Product: FC1=C(C=CC(=C1)F)C(CN1N=CN=C1)(C(S(=O)(=O)CCOC)(F)F)OC (1-{2-(2,4-difluorophenyl)-3,3-difluoro-2-methoxy-3-[(2-methoxyethyl)sulfonyl]propyl}-1H-1,2,4-triazole). Yield: 81.0%. Reaction SMILES: [F:1][C:2]1[CH:7]=[C:6]([F:8])[CH:5]=[CH:4][C:3]=1[C:9]([O:24][CH3:25])([C:16]([F:23])([F:22])SCCOC)[CH2:10][N:11]1[CH:15]=[N:14][CH:13]=[N:12]1.ClC1C=CC=[C:29]([C:33]([O:35]O)=O)C=1.[S:37]([O-:41])([O-])(=[O:39])=S.[Na+].[Na+].[C:44](=O)(O)[O-].[Na+]>ClCCl>[F:1][C:2]1[CH:7]=[C:6]([F:8])[CH:5]=[CH:4][C:3]=1[C:9]([O:24][CH3:25])([C:16]([F:23])([F:22])[S:37]([CH2:29][CH2:33][O:35][CH3:44])(=[O:41])=[O:39])[CH2:10][N:11]1[CH:15]=[N:14][CH:13]=[N:12]1 |f:2.3.4,5.6|. Procedure details: To a solution of 1-{2-(2,4-difluorophenyl)-3,3-difluoro-2-methoxy-3-[(2-methoxyethyl)thio]propyl}-1H-1,2,4-triazole (800 mg, 2.12 mmol) in dichloromethane (10 ml), 85% m-chloroperbenzoic acid (1.25 g, 5.09 mmol) was added at room temperature, followed by stirring at room temperature for 3 hours. After the completion of the reaction, a saturated aqueous solution of sodium thiosulfate and a saturated aqueous solution of sodium bicarbonate were added to the reaction mixture and the resulting mixtur... Reactants: FC1=C(CCNC[C@H](O)C2=CC=C(C=3NC(SC32)=O)O)C=C(C=C1)CN1CCC3(CN(CCO3)C(=O)C=3N=C(SC3)C(C)C)CC1 ((R)-7-(2-(2-fluoro-5-((4-(2-isopropylthiazole-4-carbonyl)-1-oxa-4,9-diazaspiro[5.5]undecan-9-yl)methyl)phenethylamino)-1-hydroxyethyl)-4-hydroxybenzo[d]thiazol-2(3H)-one), [C@]12(C(=O)CC(CC1)C2(C)C)CS(=O)(=O)O ((1S)-(+)-10-camphorsulfonic acid). Solvent: C(C)(C)O (iso-propanol). Reaction conditions: temperature 50 celsius, time 4 day. Yields the product [C@]12(C(=O)CC(CC1)C2(C)C)CS(=O)(=O)O.[C@]21(C(=O)CC(CC2)C1(C)C)CS(=O)(=O)O.FC1=C(CCNC[C@H](O)C2=CC=C(C=3NC(SC32)=O)O)C=C(C=C1)CN1CCC3(CN(CCO3)C(=O)C=3N=C(SC3)C(C)C)CC1 ((R)-7-(2-(2-fluoro-5-((4-(2-isopropylthiazole-4-carbonyl)-1-oxa-4,9-diazaspiro[5.5]undecan-9-yl)methyl)phenethylamino)-1-hydroxyethyl)-4-hydroxybenzo[d]thiazol-2(3H)-one di(1S)-(+)-10-camphorsulfonic acid salt). As a reaction SMILES: [F:1][C:2]1[CH:24]=[CH:23][C:22]([CH2:25][N:26]2[CH2:46][CH2:45][C:29]3([O:34][CH2:33][CH2:32][N:31]([C:35]([C:37]4[N:38]=[C:39]([CH:42]([CH3:44])[CH3:43])[S:40][CH:41]=4)=[O:36])[CH2:30]3)[CH2:28][CH2:27]2)=[CH:21][C:3]=1[CH2:4][CH2:5][NH:6][CH2:7][C@@H:8]([C:10]1[C:18]2[S:17][C:16](=[O:19])[NH:15][C:14]=2[C:13]([OH:20])=[CH:12][CH:11]=1)[OH:9].[C@:47]12([CH2:57][S:58]([OH:61])(=[O:60])=[O:59])[C:54]([CH3:56])([CH3:55])[CH:51]([CH2:52][CH2:53]1)[CH2:50][C:48]2=[O:49]>C(O)(C)C>[C@:47]12([CH2:57][S:58]([OH:61])(=[O:59])=[O:60])[C:54]([CH3:56])([CH3:55])[CH:51]([CH2:52][CH2:53]1)[CH2:50][C:48]2=[O:49].[C@:47]12([CH2:57][S:58]([OH:61])(=[O:59])=[O:60])[C:54]([CH3:56])([CH3:55])[CH:51]([CH2:52][CH2:53]1)[CH2:50][C:48]2=[O:49].[F:1][C:2]1[CH:24]=[CH:23][C:22]([CH2:25][N:26]2[CH2:27][CH2:28][C:29]3([O:34][CH2:33][CH2:32][N:31]([C:35]([C:37]4[N:38]=[C:39]([CH:42]([CH3:44])[CH3:43])[S:40][CH:41]=4)=[O:36])[CH2:30]3)[CH2:45][CH2:46]2)=[CH:21][C:3]=1[CH2:4][CH2:5][NH:6][CH2:7][C@@H:8]([C:10]1[C:18]2[S:17][C:16](=[O:19])[NH:15][C:14]=2[C:13]([OH:20])=[CH:12][CH:11]=1)[OH:9] |f:3.4.5|. Procedure: A mixture of (R)-7-(2-(2-fluoro-5-((4-(2-isopropylthiazole-4-carbonyl)-1-oxa-4,9-diazaspiro[5.5]undecan-9-yl)methyl)phenethylamino)-1-hydroxyethyl)-4-hydroxybenzo[d]thiazol-2(3H)-one (4.3 g, 6.42 mmol) (example 47A), (1S)-(+)-10-camphorsulfonic acid (2.98 g, 12.84 mmol) and iso-propanol (300 mL) was heated at 50° C. until a clear solution formed, seeded, allowed to cool to RT and stirred for 4 days. The solid was isolated by filtration, washed with iso-propanol (100 mL), ether (2×200 mL) and suc... Reactants: C(#N)C=1C(=NC=CC1)N1C=NC=C1 (3-cyano-2-(1-imidazolyl)pyridine), CCOCC (ether), [Cl-].[NH4+] (ammonium chloride), Cl (hydrochloric acid), [Mg] (magnesium), ClC1=CC=C(C=C1)Br (p-chlorobromobenzene), ClC1=CC=C(C(=N)C=2C(=NC=CC2)N2C=NC=C2)C=C1 (3-(4-chlorobenzimidoyl)-2-(1-imidazolyl)pyridine). Run in C1=CC=CC=C1 (benzene), C1=CC=CC=C1 (benzene). Reaction SMILES: [Mg].ClC1C=CC(Br)=CC=1.C(C1C(N2C=CN=C2)=NC=CC=1)#N.[Cl-].[NH4+].[Cl:25][C:26]1[CH:44]=[CH:43][C:29]([C:30]([C:32]2[C:33]([N:38]3[CH:42]=[CH:41][N:40]=[CH:39]3)=[N:34][CH:35]=[CH:36][CH:37]=2)=N)=[CH:28][CH:27]=1.Cl.CC[O:48]CC>C1C=CC=CC=1>[Cl:25][C:26]1[CH:44]=[CH:43][C:29]([C:30]([C:32]2[C:33]([N:38]3[CH:42]=[CH:41][N:40]=[CH:39]3)=[N:34][CH:35]=[CH:36][CH:37]=2)=[O:48])=[CH:28][CH:27]=1 |f:3.4|. Procedure: A Grignard reagent which is prepared by reacting 1.9 g of magnesium with 15 g of p-chlorobromobenzene in 150 ml of anhydrous ether is added to a suspension of 10.2 g of 3-cyano-2-(1-imidazolyl)pyridine in 200 ml of benzene at 30°-35° C. After the addition is complete, the whole mixture is stirred at room temperature for 1.5 hours. The reaction mixture is treated with an aqueous ammonium chloride solution under ice cooling. To the benzene layer containing the resulting 3-(4-chlorobenzimidoyl)-2-(... Run at time 1.5 hour. Product: Grignard reagent, ClC1=CC=C(C(=O)C=2C(=NC=CC2)N2C=NC=C2)C=C1 (3-(4-chlorobenzoyl)-2-(1-imidazolyl)pyridine). The reactants are BrC=1C=C(C(=O)Cl)C=CC1 (3-bromobenzoyl chloride), C(C=C)#N (acrylonitrile), C(C)C(CN(CC(CCCC)CC)CC(CCCC)CC)CCCC (tris-(2-ethylhexyl)-amine). The reagents and catalysts are [Pd+2] (palladium(II)). The solvent is C(CC)#N (propionitrile). Product: BrC=1C=C(C=CC#N)C=CC1 (3-bromocinnamonitrile). The yield is 9.9%. As a reaction SMILES: [Br:1][C:2]1[CH:3]=[C:4]([CH:8]=[CH:9][CH:10]=1)[C:5](Cl)=O.[C:11](#[N:14])[CH:12]=C.C(C(CCCC)CN(CC(CC)CCCC)CC(CC)CCCC)C>C(#N)CC.[Pd+2]>[Br:1][C:2]1[CH:3]=[C:4]([CH:8]=[CH:9][CH:10]=1)[CH:5]=[CH:12][C:11]#[N:14]. Procedure details: The procedure described in Example 1 is repeated, except that 21.94 g (0.1 mol) of 3-bromobenzoyl chloride, 6.63 g (0.125 mol) of acrylonitrile, 35.37 g (0.1 mol) of tris-(2-ethylhexyl)-amine and 0.3046 g (0.001 mol) of bis-acetylacetonato)-palladium(II) in 50 ml of propionitrile are used. After a reaction time of 3 hours at 100° C., 2.05 g (0.0099 mol) of 3-bromocinnamonitrile are obtained, corresponding to a yield of 9.9% of theory; melting point 62° C. Analysis for C9H6NBr (molecular weight 2... Starting materials: [BH3-]C#N, CCCN(CCC)CCCCN(C)S(=O)(=O)c1ccc(CNCc2ncc[nH]2)cc1, Cn1ccnc1C=O, CC(=O)O, CO, [Na+]. Product: CCCN(CCC)CCCCN(C)S(=O)(=O)c1ccc(CN(Cc2ncc[nH]2)Cc2nccn2C)cc1. Reaction SMILES: [C:39]([BH3-:40])#[N:41].[CH2:1]([CH2:2][CH3:3])[N:4]([CH2:5][CH2:6][CH2:7][CH2:8][N:9]([S:10](=[O:11])(=[O:12])[c:13]1[cH:14][cH:15][c:16]([CH2:19][NH:20][CH2:21][c:22]2[nH:23][cH:24][cH:25][n:26]2)[cH:17][cH:18]1)[CH3:27])[CH2:28][CH2:29][CH3:30].[CH3:31][n:32]1[c:33]([CH:37]=[O:38])[n:34][cH:35][cH:36]1.[CH3:43][C:44](=[O:45])[OH:46].[CH3:47][OH:48].[Na+:42]>>[CH2:1]([CH2:2][CH3:3])[N:4]([CH2:5][CH2:6][CH2:7][CH2:8][N:9]([S:10](=[O:11])(=[O:12])[c:13]1[cH:14][cH:15][c:16]([CH2:19][N:20]([CH2:21][c:22]2[n:23][cH:24][cH:25][nH:26]2)[CH2:37][c:33]2[n:32]([CH3:31])[cH:36][cH:35][n:34]2)[cH:17][cH:18]1)[CH3:27])[CH2:28][CH2:29][CH3:30].